Dataset: the Open Reaction Database (ORD), a public repository of structured organic reaction records. Task: describe an organic reaction: reactants, conditions, products, and yield Reactants: CN(C(CO)(CC)C=1SC=CC1)C (2-Dimethylamino-2-(2-thienyl)-1-butanol), C([C@H](O)[C@@H](O)C(=O)O)(=O)O (L-(+)-tartaric acid). Run in CO (methanol). Conditions: time 8 hour. Yields the product CN(C(CO)(CC)C=1SC=CC1)C.C([C@H](O)[C@@H](O)C(=O)[O-])(=O)[O-] ((+)-2- dimethylamino-2-(2-thienyl)-1-butanol·L-(+)-tartarate). Yield: 66.9%. RXN SMILES: [CH3:1][N:2]([CH3:13])[C:3]([C:8]1[S:9][CH:10]=[CH:11][CH:12]=1)([CH2:6][CH3:7])[CH2:4][OH:5].[C:14]([OH:23])(=[O:22])[C@@H:15]([C@H:17]([C:19]([OH:21])=[O:20])[OH:18])[OH:16]>CO>[CH3:13][N:2]([CH3:1])[C:3]([C:8]1[S:9][CH:10]=[CH:11][CH:12]=1)([CH2:6][CH3:7])[CH2:4][OH:5].[C:14]([O-:23])(=[O:22])[C@@H:15]([C@H:17]([C:19]([O-:21])=[O:20])[OH:18])[OH:16] |f:3.4|. Procedure: 2-Dimethylamino-2-(2-thienyl)-1-butanol (11.2 g) and L-(+)-tartaric acid (4.2 g) are dissolved in methanol with heating and the solution is concentrated to remove solvent. Ethanol is added to the residue and the mixture is allowed to stand overnight. The precipitates are collected by filtration and recrystallized from ethanol, whereby (+)-2- dimethylamino-2-(2-thienyl)-1-butanol·L-(+)-tartarate (6.5 g) is obtained. An aqueous potassium carbonate solution is added to the salt and the mixture is e... Reactants: C(CC)[NH-] (propylamide), O.C1(=CC=C(C=C1)S(=O)(=O)O)C (para-toluenesulfonic acid monohydrate), C(=O)([O-])[O-].[Na+].[Na+] (Na2CO3). The solvent is C1(=CC=CC=C1)C (toluene). Run at temperature 60 celsius. Yields the product COC1=C2CCC(CC2=CC=C1)=O (5-Methoxy-2-tetralone), compound ( A2 ). Isolated yield 63.2%. RXN SMILES: [CH2:1]([NH-])[CH2:2][CH3:3].[OH2:5].[C:6]1([CH3:16])[CH:11]=[CH:10][C:9](S(O)(=O)=O)=[CH:8][CH:7]=1.[C:17]([O-])([O-])=[O:18].[Na+].[Na+]>C1(C)C=CC=CC=1>[CH3:17][O:18][C:2]1[CH:1]=[CH:11][CH:10]=[C:9]2[C:3]=1[CH2:16][CH2:6][C:7](=[O:5])[CH2:8]2 |f:1.2,3.4.5|. Procedure: A solution of 5-Methoxy-2-tetralone (X1) (150 g) in toluene (1000 mL) was prepared in a 2 L jacketed vessel equipped with a Dean-Stark condenser. To this solution was added propylamide (Y1) (150 g) and para-toluenesulfonic acid monohydrate (15 g). The mixture was refluxed for 24 hrs and reaction completion evaluated by hplc. The solution was cooled to 60° C. and 1% w/w Na2CO3 added (450 mL). In order to prevent product precipitation a further 300 mL of toluene was added. The phases were separate... Starting materials: OC(C(=O)NCC=1SC(=NN1)C1=CC=C(C=C1)O)CCCCCCC1=CC=CC=C1 (2-hydroxy-N-((5-(4-hydroxyphenyl)-1,3,4-thiadiazol-2-yl)methyl)-8-phenyloctanamide), Cl.BrCC1=CC=NC=C1 (4-bromomethypyridine hydrochloride), C([O-])([O-])=O.[K+].[K+] (potassium carbonate). The solvent is CN(C)C=O (DMF), C(C)(=O)OCC (ethyl acetate). Yields the product OC(C(=O)NCC=1SC(=NN1)C1=CC=C(C=C1)OCC1=CC=NC=C1)CCCCCCC1=CC=CC=C1 (2-hydroxy-8-phenyl-N-((5-(4-(pyridin-4-ylmethoxy)phenyl)-1,3,4-thiadiazol-2-yl)methyl)octanamide). RXN SMILES: [OH:1][CH:2]([CH2:19][CH2:20][CH2:21][CH2:22][CH2:23][CH2:24][C:25]1[CH:30]=[CH:29][CH:28]=[CH:27][CH:26]=1)[C:3]([NH:5][CH2:6][C:7]1[S:8][C:9]([C:12]2[CH:17]=[CH:16][C:15]([OH:18])=[CH:14][CH:13]=2)=[N:10][N:11]=1)=[O:4].Cl.Br[CH2:33][C:34]1[CH:39]=[CH:38][N:37]=[CH:36][CH:35]=1.C(=O)([O-])[O-].[K+].[K+]>CN(C=O)C.C(OCC)(=O)C>[OH:1][CH:2]([CH2:19][CH2:20][CH2:21][CH2:22][CH2:23][CH2:24][C:25]1[CH:26]=[CH:27][CH:28]=[CH:29][CH:30]=1)[C:3]([NH:5][CH2:6][C:7]1[S:8][C:9]([C:12]2[CH:17]=[CH:16][C:15]([O:18][CH2:33][C:34]3[CH:39]=[CH:38][N:37]=[CH:36][CH:35]=3)=[CH:14][CH:13]=2)=[N:10][N:11]=1)=[O:4] |f:1.2,3.4.5|. Reported procedure: A solution of 4-(5-(aminomethyl)-1,3,4-thiadiazol-2-yl)phenol (1.74 mmol), 2-hydroxy-8-phenyloctanoic acid (1.74 mmol), HOBt (2.1 mmol), N-(3-dimethylaminopropyl)-N′-ethylcarbodiimide hydrochloride (2.1 mmol) and DIPEA (6.94 mmol) in DMF (4 mL) was stirred at room temperature overnight. The resulting mixture was diluted with NaHCO3 (saturated) and extracted twice with ethyl acetate. The combined extracts were washed with brine, dried (Na2SO4) and concentrated. The resulting residue was purified ... The reactants are C(C1=CC=CC=C1)(=O)Cl (benzoyl chloride), C(C)OC(C)O[C@@H]1C(N[C@@H]1C1=CC=CC=C1)=O (cis-3-(1-ethoxyethoxy)-4-phenylazetidin-2-one), solution, C(CCC)[Li] (n-butyllithium). Run in C([O-])(O)=O.[Na+] (sodium bicarbonate), C1CCOC1 (THF), C1CCOC1 (THF), CCCCCC (hexane). Reaction conditions: temperature -78 celsius, time 10 minute. Yields the product C(C1=CC=CC=C1)(=O)N1C([C@H]([C@H]1C1=CC=CC=C1)OC(C)OCC)=O (cis-1-benzoyl-3-(1-ethoxyethoxy)-4-phenylazetidin-2-one). Isolated yield 101.7%. Reaction SMILES: [CH2:1]([O:3][CH:4]([O:6][C@H:7]1[C@@H:10]([C:11]2[CH:16]=[CH:15][CH:14]=[CH:13][CH:12]=2)[NH:9][C:8]1=[O:17])[CH3:5])[CH3:2].C([Li])CCC.[C:23](Cl)(=[O:30])[C:24]1[CH:29]=[CH:28][CH:27]=[CH:26][CH:25]=1>C1COCC1.CCCCCC.C(=O)(O)[O-].[Na+]>[C:23]([N:9]1[C@H:10]([C:11]2[CH:12]=[CH:13][CH:14]=[CH:15][CH:16]=2)[C@H:7]([O:6][CH:4]([O:3][CH2:1][CH3:2])[CH3:5])[C:8]1=[O:17])(=[O:30])[C:24]1[CH:29]=[CH:28][CH:27]=[CH:26][CH:25]=1 |f:5.6|. Procedure: To a solution of 2.35 g (10 mmol) of cis-3-(1-ethoxyethoxy)-4-phenylazetidin-2-one in 40 mL of THF at -78° C. was added 6.1 mL (10.07 mmol) of a 1.65M solution of n-butyllithium in hexane. The mixture was stirred for 10 min at -78° C. and a solution of 1.42 g (10.1 mmol) of benzoyl chloride in 10 mL of THF was added. The mixture was stirred at -78° C. for 1 h and diluted with 70 mL of saturated aqueous sodium bicarbonate and extracted with three 50 mL portions of ethyl acetate. The combined ethy...